This data is from the Open Reaction Database (ORD), a public repository of structured organic reaction records. The task is: describe an organic reaction: reactants, conditions, products, and yield Starting materials: [N+](=O)([O-])C1=CC=C(C=O)C=C1 (4-nitrobenzaldehyde), CO (methanol), NC1=C(C(=O)OCC)C=CC=C1N (ethyl 2,3-diaminobenzoate), CO (methanol), ice water, Cl (hydrochloric acid), O.[S-2].[Na+].[Na+] (sodium sulfide hydrate). The reagents and catalysts are C(C)(=O)[O-].[Cu+2].C(C)(=O)[O-] (copper(II) acetate). Run in O (water), C(C)(=O)O (acetic acid), O (water). Run at temperature 50 celsius, time 15 minute. Yields the product [N+](=O)([O-])C=1C=C(C=CC1)C=1NC2=C(N1)C=CC=C2C(=O)OCC (Ethyl 2-(3-nitrophenyl)benzimidazole-4-carboxylate). RXN SMILES: [NH2:1][C:2]1[C:12]([NH2:13])=[CH:11][CH:10]=[CH:9][C:3]=1[C:4]([O:6][CH2:7][CH3:8])=[O:5].[N+:14]([C:17]1[CH:24]=[CH:23][C:20](C=O)=[CH:19][CH:18]=1)([O-:16])=[O:15].Cl.O.[S-2].[Na+].[Na+].[CH3:30]O>O.C([O-])(=O)C.[Cu+2].C([O-])(=O)C.C(O)(=O)C>[N+:14]([C:17]1[CH:18]=[C:19]([C:30]2[NH:1][C:2]3[C:3]([C:4]([O:6][CH2:7][CH3:8])=[O:5])=[CH:9][CH:10]=[CH:11][C:12]=3[N:13]=2)[CH:20]=[CH:23][CH:24]=1)([O-:16])=[O:15] |f:3.4.5.6,9.10.11|. Reported procedure: 4.2 g (23 mmol) of ethyl 2,3-diaminobenzoate and 3.1 ml of concentrated acetic acid were dissolved in 100 ml of methanol. 4.5 g (30 mmol) of 4-nitrobenzaldehyde, dissolved in 150 ml of methanol, were then added dropwise over a period of 30 minutes. 6 g (30 mmol) of copper(II) acetate, dissolved in 150 ml of warm water, were then rapidly added dropwise, and the entire mixture was subsequently refluxed for 20 minutes. The reaction solution was cooled to 50° C. and 8.3 ml of concentrated hydrochlor... Starting materials: N#Cc1ccc2c(c1)OCCC2NC(=O)CC(NS(=O)(=O)c1ccc2ccccc2c1)c1ccccc1, CO, Cl, [OH-], [OH-], [Pd+2]. Yields the product NCc1ccc2c(c1)OCCC2NC(=O)CC(NS(=O)(=O)c1ccc2ccccc2c1)c1ccccc1. Reaction SMILES: [C:1](#[N:2])[c:3]1[cH:4][cH:5][c:6]2[c:11]([cH:12]1)[O:10][CH2:9][CH2:8][CH:7]2[NH:13][C:14]([CH2:15][CH:16]([c:17]1[cH:18][cH:19][cH:20][cH:21][cH:22]1)[NH:23][S:24](=[O:25])(=[O:26])[c:27]1[cH:28][c:29]2[cH:30][cH:31][cH:32][cH:33][c:34]2[cH:35][cH:36]1)=[O:37].[CH3:39][OH:40].[ClH:38].[OH-:41].[OH-:42].[Pd+2:43]>>[CH2:1]([NH2:2])[c:3]1[cH:4][cH:5][c:6]2[c:11]([cH:12]1)[O:10][CH2:9][CH2:8][CH:7]2[NH:13][C:14]([CH2:15][CH:16]([c:17]1[cH:18][cH:19][cH:20][cH:21][cH:22]1)[NH:23][S:24](=[O:25])(=[O:26])[c:27]1[cH:28][c:29]2[cH:30][cH:31][cH:32][cH:33][c:34]2[cH:35][cH:36]1)=[O:37]. The reactants are C[Si](N[Si](C)(C)C)(C)C.[Na] (sodium hexamethyldisilazane), FC(CCC(=O)OCC)(F)F (ethyl 4,4,4-trifluorobutyrate), Cl (hydrochloric acid), CI (methyl iodide), [OH-].[Li+] (lithium hydroxide). Solvent: O1CCCC1 (tetrahydrofuran), O1CCCC1 (tetrahydrofuran), CO (Methanol). Run at temperature 0 celsius, time 1.5 hour. Product: CC(C(=O)O)CC(F)(F)F (2-methyl-4,4,4-trifluorobutyric acid). Yield: 96.0%. RXN SMILES: C[Si](C)(C)N[Si](C)(C)C.[Na].[F:11][C:12]([F:21])([F:20])[CH2:13][CH2:14][C:15]([O:17]CC)=[O:16].[CH3:22]I.[OH-].[Li+].Cl>O1CCCC1.CO>[CH3:22][CH:14]([CH2:13][C:12]([F:21])([F:20])[F:11])[C:15]([OH:17])=[O:16] |f:0.1,4.5,^1:9|. Procedure: To sodium hexamethyldisilazane (0.945M in tetrahydrofuran) (667 mL, 0.63 mol) in tetrahydrofuran (0.9 L) at -78° C., under nitrogen, was added a solution of ethyl 4,4,4-trifluorobutyrate (90.6 mL) in tetrahydrofuran (100 mL). After stirring for 1.5 hour, to the vigorously stirred mixture was added methyl iodide (112 mL) as fast as possible. The reaction was warmed with a 0° C. bath for 2 hours. Methanol (1 L) and 1N lithium hydroxide (1.2 L) were added and stirring continued for 48 hours. The mi... Starting materials: C(C(C)C)=NCC1=CC(=CC=C1)OC1=CC=CC=C1 (N-isobutylidene-(3-phenoxybenzylamine)), potassium tert-butylate. Solvent: CS(=O)C (dimethyl sulfoxide). The product is O(C1=CC=CC=C1)C=1C=C(C=NCC(C)C)C=CC1 (3-phenoxybenzylidene-isobutylamine). Isolated yield 95.0%. RXN SMILES: [CH:1](=[N:5][CH2:6][C:7]1[CH:12]=[CH:11][CH:10]=[C:9]([O:13][C:14]2[CH:19]=[CH:18][CH:17]=[CH:16][CH:15]=2)[CH:8]=1)[CH:2]([CH3:4])[CH3:3]>CS(C)=O>[O:13]([C:9]1[CH:8]=[C:7]([CH:12]=[CH:11][CH:10]=1)[CH:6]=[N:5][CH2:1][CH:2]([CH3:3])[CH3:4])[C:14]1[CH:15]=[CH:16][CH:17]=[CH:18][CH:19]=1. Procedure: 51 g (0.202 mol) of N-isobutylidene-(3-phenoxybenzylamine) is dissolved in 45 ml of dimethyl sulfoxide, and at room temperature (20°-25° C.) is added all at once, with stirring, 2 g (0.0179 mol) of potassium-tert-butylate. The temperature of the reaction solution rises during this addition to 25°-30° C. The solution is stirred for a further hour at room temperature, and is then extracted three times with 50 ml of water each time. The residue is taken up in 30 ml of diethyl ether, dried with magn... Reactants: BrCC(=O)C=1C=C(SC1C)C(=S)OC (Methyl 4-(2-bromoacetyl)-5-methylthiothiophene-2-carboxylate), CC1=CC=C(C=C1)CNC(=S)N (4-methylphenylmethylthiourea). Yields the product Br.CC1=CC=C(C=C1)CNC=1SC=C(N1)C=1C=C(SC1C)C(=S)OC (methyl 4-(2-{[(4-methylphenyl)methyl]amino}(1,3-thiazol-4-yl))-5-methylthiothiophene-2-carboxylate hydrobromide). Yield: 81.0%. As a reaction SMILES: [Br:1][CH2:2][C:3]([C:5]1[CH:6]=[C:7]([C:11]([O:13][CH3:14])=[S:12])[S:8][C:9]=1[CH3:10])=O.[CH3:15][C:16]1[CH:21]=[CH:20][C:19]([CH2:22][NH:23][C:24]([NH2:26])=[S:25])=[CH:18][CH:17]=1>>[BrH:1].[CH3:15][C:16]1[CH:17]=[CH:18][C:19]([CH2:22][NH:23][C:24]2[S:25][CH:2]=[C:3]([C:5]3[CH:6]=[C:7]([C:11]([O:13][CH3:14])=[S:12])[S:8][C:9]=3[CH3:10])[N:26]=2)=[CH:20][CH:21]=1 |f:2.3|. Procedure: Methyl 4-(2-bromoacetyl)-5-methylthiothiophene-2-carboxylate (111 mg, 0.35 mmol) was allowed to react with 4-methylphenylmethylthiourea as described in Example 154, step (a) to give 125 mg (81% yield) of methyl 4-(2-{[(4-methylphenyl)methyl]amino}(1,3-thiazol-4-yl))-5-methylthiothiophene-2-carboxylate hydrobromide. Mass Spectrum (ESI) m/z calcd. for C18H18N2O2S2, 358.5 (M+H), found 359.1. Reactants: O=C(O)C12CC3CC(CC(C3)C1)C2, N=c1sc2ccccc2n1CCN1CCOCC1. The product is O=C(N=c1sc2ccccc2n1CCN1CCOCC1)C12CC3CC(CC(C3)C1)C2. Reaction SMILES: [C:19]12([C:29](=[O:30])[OH:31])[CH2:20][CH:21]3[CH2:22][CH:23]([CH2:24][CH:25]([CH2:26]1)[CH2:27]3)[CH2:28]2.[O:1]1[CH2:2][CH2:3][N:4]([CH2:7][CH2:8][n:9]2[c:10](=[NH:18])[s:11][c:12]3[c:13]2[cH:14][cH:15][cH:16][cH:17]3)[CH2:5][CH2:6]1>>[O:1]1[CH2:2][CH2:3][N:4]([CH2:7][CH2:8][n:9]2[c:10](=[N:18][C:29]([C:19]34[CH2:20][CH:21]5[CH2:22][CH:23]([CH2:24][CH:25]([CH2:26]3)[CH2:27]5)[CH2:28]4)=[O:30])[s:11][c:12]3[c:13]2[cH:14][cH:15][cH:16][cH:17]3)[CH2:5][CH2:6]1. Solvent: CS(=O)C (dimethyl sulfoxide). Starting materials: [C-]#N.[Na+] (sodium cyanide), COC(=O)C12C(CCC2C1)=O (2-oxo-bicyclo [3.1.0] hexane-1-carboxylic acid methyl ester). Procedure details: In argon atmosphere, sodium cyanide (200 mg, 4 mmol) and 2-oxo-bicyclo [3.1.0] hexane-1-carboxylic acid methyl ester (462 mg, 3 mmol) were added to dimethyl sulfoxide (2ml). The mixture was stirred at the room temperature for one night and was treated in accordance with the process of Preparation 4 to obtain 328 mg of 5-cyanomethyl-2-oxo-cyclopentanecarboxylic acid methyl ester. Yield: 60%. The yield is 60.3%. Reaction SMILES: [C-:1]#[N:2].[Na+].[CH3:4][O:5][C:6]([C:8]12[CH2:13][CH:12]1[CH2:11][CH2:10][C:9]2=[O:14])=[O:7]>CS(C)=O>[CH3:4][O:5][C:6]([CH:8]1[CH:12]([CH2:13][C:1]#[N:2])[CH2:11][CH2:10][C:9]1=[O:14])=[O:7] |f:0.1|. Product: COC(=O)C1C(CCC1CC#N)=O (5-cyanomethyl-2-oxo-cyclopentanecarboxylic acid methyl ester).